Dataset: the Open Reaction Database (ORD), a public repository of structured organic reaction records. Task: describe an organic reaction: reactants, conditions, products, and yield Reactants: BrCCCBr, CN(C)C=O, ClCCl, [H-], [Na+], CC(C)c1ccc(CO)c(=O)c(O)c1. The product is CC(C)c1ccc(CO)c(=O)c(OCCCBr)c1. Reaction SMILES: [Br:17][CH2:18][CH2:19][CH2:20][Br:21].[CH3:22][N:23]([CH3:24])[CH:25]=[O:26].[Cl:27][CH2:28][Cl:29].[H-:1].[Na+:2].[OH:3][c:4]1[c:5](=[O:16])[c:6]([CH2:14][OH:15])[cH:7][cH:8][c:9]([CH:11]([CH3:12])[CH3:13])[cH:10]1>>[O:3]([c:4]1[c:5](=[O:16])[c:6]([CH2:14][OH:15])[cH:7][cH:8][c:9]([CH:11]([CH3:12])[CH3:13])[cH:10]1)[CH2:20][CH2:19][CH2:18][Br:17]. The reactants are FC1=CC=C(C=C1)C(Cl)C1=CC=C(C=C1)F (bis-(4-fluorophenyl)-chloromethane), C([O-])([O-])=O.[K+].[K+] (potassium carbonate), [I-].[K+] (potassium iodide), Cl.N1CCC(CC1)CCCCO (4-piperidin-4-yl-butan-1-ol hydrochloride), S(=O)(=O)([O-])C1=CC=C(C)C=C1.[NH+]1=CC=CC=C1 (pyridinium tosylate), C([O-])([O-])=O.[K+].[K+] (potassium carbonate). Run in O1CCCC=C1 (3,4-dihydro-2H-pyrane). Conditions: time 2 day. The product is FC1=CC=C(C=C1)C(N1CCC(CC1)CCCCO)C1=CC=C(C=C1)F (4-{1-[bis(4-fluorophenyl)-methyl]-piperidin-4-yl)-butane-1-ol). RXN SMILES: Cl.[NH:2]1[CH2:7][CH2:6][CH:5]([CH2:8][CH2:9][CH2:10][CH2:11][OH:12])[CH2:4][CH2:3]1.S(C1C=CC(C)=CC=1)([O-])(=O)=O.[NH+]1C=CC=CC=1.C(=O)([O-])[O-].[K+].[K+].[F:36][C:37]1[CH:42]=[CH:41][C:40]([CH:43]([C:45]2[CH:50]=[CH:49][C:48]([F:51])=[CH:47][CH:46]=2)Cl)=[CH:39][CH:38]=1.[I-].[K+]>O1C=CCCC1>[F:36][C:37]1[CH:38]=[CH:39][C:40]([CH:43]([C:45]2[CH:50]=[CH:49][C:48]([F:51])=[CH:47][CH:46]=2)[N:2]2[CH2:7][CH2:6][CH:5]([CH2:8][CH2:9][CH2:10][CH2:11][OH:12])[CH2:4][CH2:3]2)=[CH:41][CH:42]=1 |f:0.1,2.3,4.5.6,8.9|. Procedure details: 20 g (103 mmol) 4-piperidin-4-yl-butan-1-ol hydrochloride are suspended in 70 ml 3,4-dihydro-2H-pyrane and added to 1.0 g pyridinium tosylate. The mixture is stirred for two days at RT. After addition of 5 g potassium carbonate, this is concentrated under vacuum to dryness. The resulting 4-[4-tetrahydropyran-2-yloxy)-butyl)-piperidine is dissolved without further purification in 100 ml acetonitrile and added to 25.1 g (105 mmol) bis-(4-fluorophenyl)-chloromethane, 30 g (217 mmol) potassium carbo... Reactants: C(C)(C)OC1=CC=C(C=C1)C=1C=C2C=C(N(C2=CC1)C1=CC2=CC=CC=C2C=C1)C(=O)O (5-(4-Isopropoxyphenyl)-1-(2-naphthyl)indole-2-carboxylic acid), C[O-].[Na+] (NaOMe). Solvent: C1CCOC1 (THF). Run at time 30 minute. The product is C(C)(C)OC1=CC=C(C=C1)C=1C=C2C=C(N(C2=CC1)C1=CC2=CC=CC=C2C=C1)C(=O)[O-].[Na+] (Sodium 5-(4-isopropoxyphenyl)-1-(2-naphthyl)indole-2-carboxylate). Yield: 99.0%. RXN SMILES: [CH:1]([O:4][C:5]1[CH:10]=[CH:9][C:8]([C:11]2[CH:12]=[C:13]3[C:17](=[CH:18][CH:19]=2)[N:16]([C:20]2[CH:29]=[CH:28][C:27]4[C:22](=[CH:23][CH:24]=[CH:25][CH:26]=4)[CH:21]=2)[C:15]([C:30]([OH:32])=[O:31])=[CH:14]3)=[CH:7][CH:6]=1)([CH3:3])[CH3:2].C[O-].[Na+:35]>C1COCC1>[CH:1]([O:4][C:5]1[CH:6]=[CH:7][C:8]([C:11]2[CH:12]=[C:13]3[C:17](=[CH:18][CH:19]=2)[N:16]([C:20]2[CH:29]=[CH:28][C:27]4[C:22](=[CH:23][CH:24]=[CH:25][CH:26]=4)[CH:21]=2)[C:15]([C:30]([O-:32])=[O:31])=[CH:14]3)=[CH:9][CH:10]=1)([CH3:3])[CH3:2].[Na+:35] |f:1.2,4.5|. Procedure details: 5-(4-Isopropoxyphenyl)-1-(2-naphthyl)indole-2-carboxylic acid (40 mg, 0.095 mmol; see Example 18) was dissolved in dry THF (1 mL) and NaOMe (3.37 M, 28 μL) was added via syringe. After stirring for 30 min at room temperature, the solvents were removed under reduced pressure and the residue dried in vacuo to yield the title compound (42 mg, 99%).